From a dataset of the Open Reaction Database (ORD), a public repository of structured organic reaction records. describe an organic reaction: reactants, conditions, products, and yield The reactants are CCOC(=O)C.O (EtOAc water), ClC=1C=NC(=C(C(=O)O)C1)O (5-chloro-2-hydroxynicotinic acid), C([O-])([O-])=O.[Cs+].[Cs+] (cesium carbonate), CI (MeI). The solvent is CN(C)C=O (DMF). Conditions: time 12 hour. Yields the product ClC=1C=C(C(N(C1)C)=O)C(=O)OC (methyl 5-chloro-1-methyl-2-oxo-1,2-dihydropyridine-3-carboxylate). Reaction SMILES: [Cl:1][C:2]1[CH:3]=[N:4][C:5]([OH:11])=C([CH:10]=1)C(O)=O.[C:12](=O)([O-])[O-].[Cs+].[Cs+].CI.C[CH2:21][O:22][C:23]([CH3:25])=[O:24].O>CN(C=O)C>[Cl:1][C:2]1[CH:10]=[C:25]([C:23]([O:22][CH3:21])=[O:24])[C:5](=[O:11])[N:4]([CH3:12])[CH:3]=1 |f:1.2.3,5.6|. Reported procedure: To a suspension of 5-chloro-2-hydroxynicotinic acid (2.0 g, 12 mmol) and cesium carbonate (8.2 g, 26 mmol) in 50 mL DMF was added MeI (1.6 ml, 26 mmol). The reaction was allowed to stir for approximately 12 h. The cloudy yellow mixture was added to EtOAc/water. The organic layer was removed and the aqueous layer was extracted three times with EtOAc. The combined organic layers were washed once with water and brine, dried with Na2SO4, filtered, and concentrated to give an orange-yellow solid. The... Reactants: N1=C(C=CC=C1)C(=O)O (Pyridine-2-carboxylic acid), acid chloride, ClC1=C(C=CC=C1)C1=NNC2=NC(=NC(=C21)N)SC (3-(2-chloro-phenyl)-6-methylsulfanyl-1H-pyrazolo[3,4-d]pyrimidin-4-ylamine), C(C)(C)NC(C)C (diisopropylamine). Solvent: S(=O)(Cl)Cl (thionyl chloride), O1CCCC1 (tetrahydrofuran). The product is ClC1=C(C=CC=C1)C1=NNC2=NC(=NC(=C21)NC(=O)C2=NC=CC=C2)SC (pyridine-2-carboxylic acid [3-(2-chloro-phenyl)-6-methylsulfanyl-1H-pyrazolo[3,4-d]pyrimidin-4-yl]-amide). As a reaction SMILES: [N:1]1[CH:6]=[CH:5][CH:4]=[CH:3][C:2]=1[C:7]([OH:9])=O.[Cl:10][C:11]1[CH:16]=[CH:15][CH:14]=[CH:13][C:12]=1[C:17]1[C:25]2[C:20](=[N:21][C:22]([S:27][CH3:28])=[N:23][C:24]=2[NH2:26])[NH:19][N:18]=1.C(NC(C)C)(C)C>S(Cl)(Cl)=O.O1CCCC1>[Cl:10][C:11]1[CH:16]=[CH:15][CH:14]=[CH:13][C:12]=1[C:17]1[C:25]2[C:20](=[N:21][C:22]([S:27][CH3:28])=[N:23][C:24]=2[NH:26][C:7]([C:2]2[CH:3]=[CH:4][CH:5]=[CH:6][N:1]=2)=[O:9])[NH:19][N:18]=1. Procedure: Pyridine-2-carboxylic acid (78 mg, 0.64 mmol) was placed in 5 ml thionyl chloride and refluxed for 3 hours. Excess thionyl chloride was then removed in vacuo and the crude acid chloride was suspended in 2 ml anhydrous tetrahydrofuran. The solution of acid chloride was added to a mixture of 3-(2-chloro-phenyl)-6-methylsulfanyl-1H-pyrazolo[3,4-d]pyrimidin-4-ylamine (190 mg, 0.64 mmol) and diisopropylamine (247 mg, 1.92 mmol) in 6 ml anhydrous tetrahydrofuran. The reaction mixture was refluxed for ... The solvent is C1=CC=CC=C1 (benzene). Product: C(C)(=O)C1=NNC2=CC=CC=C12 (acetyl indazole). Conditions: temperature 50 celsius, time 10 hour. Starting materials: N(=O)OCCC(C)C (isoamyl nitrite), C(C)(=O)[O-].[K+] (potassium acetate), C(C)(=O)OC(C)=O (acetic anhydride), Cl.CC1=CC=C(C=C1)S(=O)(=O)OC[C@H]1COC2=C(O1)C(=C(C=C2)N)C ([(2R)-7-amino-8-methyl-2,3-dihydro-1,4-benzodioxin-2-yl]methyl 4-methylbenzenesulfonate hydrochloride). Procedure details: To a heterogeneous mixture of [(2R)-7-amino-8-methyl-2,3-dihydro-1,4-benzodioxin-2-yl]methyl 4-methylbenzenesulfonate hydrochloride (0.93 g, 2.75 mmole) in benzene (10 mL) was added anhydrous potassium acetate (0.50 g, 5.1 mmole) and acetic anhydride (0.80 mL, 8.3 mmole). The temperature was increased to 50° C., and isoamyl nitrite (0.55 mL, 4.1 mmole) was added dropwise. The temperature was further increased and held at 80° C. for a period of 10 hours. When the reaction was complete, the solven... RXN SMILES: Cl.CC1C=CC(S(OC[C@@H]2O[C:18]3[C:20]([CH3:25])=[C:21]([NH2:24])[CH:22]=[CH:23][C:17]=3OC2)(=O)=O)=CC=1.[C:26]([O-:29])(=O)[CH3:27].[K+].C(OC(=O)C)(=O)C.[N:38](OCCC(C)C)=O>C1C=CC=CC=1>[C:26]([C:25]1[C:20]2[C:21](=[CH:22][CH:23]=[CH:17][CH:18]=2)[NH:24][N:38]=1)(=[O:29])[CH3:27] |f:0.1,2.3|. Isolated yield 197.5%. Starting materials: Nc1ccc(C(=O)C2CC2)cc1[N+](=O)[O-], Cl, O. Product: Nc1ccc(C(=O)CCCCl)cc1[N+](=O)[O-]. As a reaction SMILES: [CH:1]1([C:4](=[O:5])[c:6]2[cH:7][c:8]([N+:13](=[O:14])[O-:15])[c:9]([NH2:12])[cH:10][cH:11]2)[CH2:2][CH2:3]1.[ClH:16].[OH2:17]>>[CH2:1]([CH2:2][CH2:3][Cl:16])[C:4](=[O:5])[c:6]1[cH:7][c:8]([N+:13](=[O:14])[O-:15])[c:9]([NH2:12])[cH:10][cH:11]1. Reactants: C(C)(=O)OC1=C(C=C(C=C1)S(=O)(=O)O)N=NC(C(=O)NC1=CC=CC=C1)C(=O)C (α-(2-Acetoxy-5-sulfophenylazo)acetoacetanilide), S(=O)(Cl)Cl (thionyl chloride). Solvent: CN(C=O)C (dimethylformamide). The product is C(C)(=O)OC1=C(C=C(C=C1)S(=O)(=O)Cl)N=NC(C(=O)NC1=CC=CC=C1)C(=O)C (α-(2-Acetoxy-5-chlorosulfonylphenylazo)acetoacetanilide). RXN SMILES: [C:1]([O:4][C:5]1[CH:10]=[CH:9][C:8]([S:11](O)(=[O:13])=[O:12])=[CH:7][C:6]=1[N:15]=[N:16][CH:17]([C:27]([CH3:29])=[O:28])[C:18]([NH:20][C:21]1[CH:26]=[CH:25][CH:24]=[CH:23][CH:22]=1)=[O:19])(=[O:3])[CH3:2].S(Cl)([Cl:32])=O>CN(C)C=O>[C:1]([O:4][C:5]1[CH:10]=[CH:9][C:8]([S:11]([Cl:32])(=[O:13])=[O:12])=[CH:7][C:6]=1[N:15]=[N:16][CH:17]([C:27]([CH3:29])=[O:28])[C:18]([NH:20][C:21]1[CH:26]=[CH:25][CH:24]=[CH:23][CH:22]=1)=[O:19])(=[O:3])[CH3:2]. Reported procedure: α-(2-Acetoxy-5-sulfophenylazo)acetoacetanilide (20 g) was added to thionyl chloride (100 ml). After the addition of dimethylformamide (4 ml), solution was complete, then followed by precipitation of the product. It was filtered off and dried in the vacuum oven at 40° C. Yield: 16.7 g, m.p. 225° to 226° C. Reactants: C1(=CC=C(C=C1)S(=O)(=O)ON=C(C)NC1=NNC=C1C(=O)OCC)C (ethyl 3-[1-(p-toluenesulfonyloxyimino)-ethyl]amino-1H-pyrazole-4-carboxylate), N1=CC=CC=C1 (pyridine). The solvent is C(C)O (ethanol). Yields the product CC=1NC=2N(N1)N=CC2C(=O)OCC (ethyl 2-methyl-1H-pyrazolo[1,5-b][1,2,4]triazole-7-carboxylate). Isolated yield 45.3%. RXN SMILES: C1(C)C=CC(S(O[N:11]=[C:12]([NH:14][C:15]2[C:19]([C:20]([O:22][CH2:23][CH3:24])=[O:21])=[CH:18][NH:17][N:16]=2)[CH3:13])(=O)=O)=CC=1.N1C=CC=CC=1>C(O)C>[CH3:13][C:12]1[NH:14][C:15]2[N:16]([N:17]=[CH:18][C:19]=2[C:20]([O:22][CH2:23][CH3:24])=[O:21])[N:11]=1. Reported procedure: A solution of ethyl 3-[1-(p-toluenesulfonyloxyimino)-ethyl]amino-1H-pyrazole-4-carboxylate (1.00 g) and pyridine (240 mg) in ethanol (20 ml) was refluxed for 3 hours. The reaction mixture was concentrated in vacuo and the residue was diluted with water. The solution was adjusted to pH 4 with 1N hydrochloric acid. The formed precipitate was collected by vacuum filtration to give ethyl 2-methyl-1H-pyrazolo[1,5-b][1,2,4]triazole-7-carboxylate (240 mg). The reactants are COCOC1=CC=CC2=C1C[C@H](O[C@H]2C[N+](=O)[O-])C2=CC=CC=C2 ([1R,3S] 3,4-dihydro-5-methoxymethoxy-1-nitromethyl-3-phenyl-1H-2-benzopyran), Cl (hydrogen chloride), resultant mixture. Solvent: CO (methanol). Product: OC1=CC=CC2=C1C[C@H](O[C@H]2C[N+](=O)[O-])C2=CC=CC=C2 ([1R,3S] 3,4-Dihydro-5-hydroxy-1-nitromethyl-3-phenyl-1H-2-benzopyran). The yield is 65.7%. As a reaction SMILES: COC[O:4][C:5]1[C:10]2[CH2:11][C@@H:12]([C:19]3[CH:24]=[CH:23][CH:22]=[CH:21][CH:20]=3)[O:13][C@@H:14]([CH2:15][N+:16]([O-:18])=[O:17])[C:9]=2[CH:8]=[CH:7][CH:6]=1.Cl>CO>[OH:4][C:5]1[C:10]2[CH2:11][C@@H:12]([C:19]3[CH:20]=[CH:21][CH:22]=[CH:23][CH:24]=3)[O:13][C@@H:14]([CH2:15][N+:16]([O-:18])=[O:17])[C:9]=2[CH:8]=[CH:7][CH:6]=1. Procedure details: A solution of 135 mg (0.4 mmol) of [1R,3S] 3,4-dihydro-5-methoxymethoxy-1-nitromethyl-3-phenyl-1H-2-benzopyran, from Step 1, in 5 mL of methanol was saturated with anhydrous hydrogen chloride. The resultant mixture was stirred at reflux temperature for 2 h and then concentrated in vacuo. The residue was purified on silica gel eluted with 5% methanol in methylene chloride to afford 75 mg (66% yield) of the title compound. Run at temperature 25 celsius, time 2 hour. Starting materials: Cc1ccc(CC(=O)O)cc1, COc1ccc(N)cc1C. The reagents and catalysts are CCN=C=NCCCN(C)C.Cl (EDC-HCl), CC1=NC(=CC=C1)C (2,6-Lutidine), C1=CC=C2C(=C1)N=NN2O (HOBt). Solvent: CN(C)C=O (DMF), CN(C)C=O (DMF), CN(C)C=O (DMF), CN(C)C=O (DMF), CN(C)C=O (DMF), CN(C)C=O (DMF). Reaction SMILES: COc1ccc(N)cc1C.Cc1ccc(CC(=O)O)cc1.CCN=C=NCCCN(C)C.Cl.C1=CC=C2C(=C1)N=NN2O.CC1=NC(=CC=C1)C.CN(C)C=O>>COc1ccc(NC(=O)Cc2ccc(C)cc2)cc1C. The yield is 61.1%. Product: COc1ccc(NC(=O)Cc2ccc(C)cc2)cc1C. The reactants are C(C)(=O)NC=1N=C(C2=C(N1)N=CC(=C2)C=C(C)C2=CC=C(C=C2)C(=O)O)O (2-acetamido-4-hydroxy-6-[2-(4-carboxyphenyl)prop-1-enyl]pyrido[2,3-d]pyrimidine), CN1CCOCC1 (N-methylmorpholine), C1(=CC=CC=C1)NP(OC1=CC=CC=C1)(=O)Cl (phenyl N-phenylphosphoramidochloridate), N[C@@H](CCC(=O)OCC)C(=O)OCC (diethyl L-glutamate). Solvent: CN1C(CCC1)=O (N-methylpyrrolidinone). Run at time 1 hour. The product is C(C)(=O)NC=1N=C(C2=C(N1)N=CC(=C2)C(=CC2=CC=C(C(=O)N[C@@H](CCC(=O)OCC)C(=O)OCC)C=C2)C)O (Diethyl N-(4-[2-(2-acetamido-4-hydroxypyrido[2,3-d]pyrimidin-6-yl)prop-1-enyl]benzoyl)-L-glutamate). Reaction SMILES: [C:1]([NH:4][C:5]1[N:6]=[C:7]([OH:27])[C:8]2[CH:14]=[C:13]([CH:15]=[C:16]([C:18]3[CH:23]=[CH:22][C:21]([C:24](O)=[O:25])=[CH:20][CH:19]=3)C)[CH:12]=[N:11][C:9]=2[N:10]=1)(=[O:3])[CH3:2].[CH3:28]N1CCOCC1.C1(NP(Cl)(=O)OC2C=CC=CC=2)C=CC=CC=1.[NH2:52][C@H:53]([C:61]([O:63][CH2:64][CH3:65])=[O:62])[CH2:54][CH2:55][C:56]([O:58][CH2:59][CH3:60])=[O:57]>CN1CCCC1=O>[C:1]([NH:4][C:5]1[N:6]=[C:7]([OH:27])[C:8]2[CH:14]=[C:13]([C:15]([CH3:28])=[CH:16][C:18]3[CH:23]=[CH:22][C:21]([C:24]([NH:52][C@H:53]([C:61]([O:63][CH2:64][CH3:65])=[O:62])[CH2:54][CH2:55][C:56]([O:58][CH2:59][CH3:60])=[O:57])=[O:25])=[CH:20][CH:19]=3)[CH:12]=[N:11][C:9]=2[N:10]=1)(=[O:3])[CH3:2]. Procedure: To a solution of 0.2 g of 2-acetamido-4-hydroxy-6-[2-(4-carboxyphenyl)prop-1-enyl]pyrido[2,3-d]pyrimidine in 50 mL of N-methylpyrrolidinone containing 0.18 g of N-methylmorpholine was added 0.22 g of phenyl N-phenylphosphoramidochloridate in a single portion. After stirring the mixture at room temperature for 1 hour, 0.20 g of diethyl L-glutamate was added. The reaction mixture was stirred overnight, the solvent was removed under reduced pressure and the residue was triturated with chloroform. T...